This data is from the Open Reaction Database (ORD), a public repository of structured organic reaction records. The task is: describe an organic reaction: reactants, conditions, products, and yield Reactants: O=C(Cl)C(Br)CBr, COCC1CNC(c2ccc(Cl)cc2)O1, [Na+], [OH-], c1ccccc1. Product: COCC1CNC(C(=O)C(Br)CBr)(c2ccc(Cl)cc2)O1. As a reaction SMILES: [Br:16][CH:17]([C:18](=[O:19])[Cl:20])[CH2:21][Br:22].[Cl:1][c:2]1[cH:3][cH:4][c:5]([CH:8]2[O:9][CH:10]([CH2:13][O:14][CH3:15])[CH2:11][NH:12]2)[cH:6][cH:7]1.[Na+:24].[OH-:23].[cH:25]1[cH:26][cH:27][cH:28][cH:29][cH:30]1>>[Cl:1][c:2]1[cH:3][cH:4][c:5]([C:8]2([C:18]([CH:17]([Br:16])[CH2:21][Br:22])=[O:19])[O:9][CH:10]([CH2:13][O:14][CH3:15])[CH2:11][NH:12]2)[cH:6][cH:7]1. Starting materials: BrC=1C=C2C(=NC1)NC=C2[C@H](C)C2=C(C(=CC=C2OC)F)Cl (5-bromo-3-[(S)-1-(2-chloro-3-fluoro-6-methoxyphenyl)-ethyl]-1H-pyrrolo[2,3-b]pyridine), CC1=NN(C(=C1B1OC(C(O1)(C)C)(C)C)C)CC(C)(O)C (1-[3,5-dimethyl-4-(4,4,5,5-tetramethyl-1,3,2-dioxaborolan-2-yl)-1H-pyrazol-1-yl]-2-methylpropan-2-ol), C(=O)([O-])[O-].[K+].[K+] (K2CO3), O1CCOCC1 (dioxane). The reagents and catalysts are C=1C=CC(=CC1)[P](C=2C=CC=CC2)(C=3C=CC=CC3)[Pd]([P](C=4C=CC=CC4)(C=5C=CC=CC5)C=6C=CC=CC6)([P](C=7C=CC=CC7)(C=8C=CC=CC8)C=9C=CC=CC9)[P](C=1C=CC=CC1)(C=1C=CC=CC1)C=1C=CC=CC1 (Pd(PPh3)4). Run in O (water). Product: ClC1=C(C(=CC=C1F)OC)[C@@H](C)C1=CNC2=NC=C(C=C21)C=2C(=NN(C2C)CC(C)(O)C)C (1-(4-{3-[(1S)-1-(2-Chloro-3-fluoro-6-methoxyphenyl)ethyl]-1H-pyrrolo[2,3-b]pyridin-5-yl}-3,5-dimethyl-1H-pyrazol-1-yl)-2-methylpropan-2-ol). As a reaction SMILES: Br[C:2]1[CH:3]=[C:4]2[C:10]([C@@H:11]([C:13]3[C:18]([O:19][CH3:20])=[CH:17][CH:16]=[C:15]([F:21])[C:14]=3[Cl:22])[CH3:12])=[CH:9][NH:8][C:5]2=[N:6][CH:7]=1.[CH3:23][C:24]1[C:28](B2OC(C)(C)C(C)(C)O2)=[C:27]([CH3:38])[N:26]([CH2:39][C:40]([CH3:43])([OH:42])[CH3:41])[N:25]=1.C([O-])([O-])=O.[K+].[K+].O1CCOCC1>C1C=CC([P]([Pd]([P](C2C=CC=CC=2)(C2C=CC=CC=2)C2C=CC=CC=2)([P](C2C=CC=CC=2)(C2C=CC=CC=2)C2C=CC=CC=2)[P](C2C=CC=CC=2)(C2C=CC=CC=2)C2C=CC=CC=2)(C2C=CC=CC=2)C2C=CC=CC=2)=CC=1.O>[Cl:22][C:14]1[C:15]([F:21])=[CH:16][CH:17]=[C:18]([O:19][CH3:20])[C:13]=1[C@H:11]([C:10]1[C:4]2[C:5](=[N:6][CH:7]=[C:2]([C:28]3[C:24]([CH3:23])=[N:25][N:26]([CH2:39][C:40]([CH3:41])([OH:42])[CH3:43])[C:27]=3[CH3:38])[CH:3]=2)[NH:8][CH:9]=1)[CH3:12] |f:2.3.4,^1:59,61,80,99|. Procedure details: A mixture of 5-bromo-3-[(S)-1-(2-chloro-3-fluoro-6-methoxyphenyl)-ethyl]-1H-pyrrolo[2,3-b]pyridine (20.0 mg, 0.0521 mmol), 1-[3,5-dimethyl-4-(4,4,5,5-tetramethyl-1,3,2-dioxaborolan-2-yl)-1H-pyrazol-1-yl]-2-methylpropan-2-ol (30.7 mg, 0.104 mmol), Pd(PPh3)4 (3.01 mg, 0.00261 mmol), K2CO3 (21.6 mg, 0.156 mmol) and 4:1 dioxane:water was microwaved at 100° C. for 45 min. The solution was used directly for HPLC purification, and the fractions containing the pure product were concentrated in vacuo to ... Starting materials: C(C)(C)(C)[Mg]Cl (t-butylmagnesium chloride), C(CC)(=O)N1C(O[C@H]2[C@@H]1C=1C=CC=CC1C2)=O (3-propionyl-(3aS-cis)-3,3a,8,8a-tetrahydro-2H-indeno[1,2-d]oxazol-2-one), aqueous solution, C(CC(O)(C(=O)O)CC(=O)O)(=O)O (citric acid), C(C)(=O)O[C@@H]1[C@H](C(N1)=O)[C@@H](C)O[Si](C)(C)C(C)(C)C ((3R,4R)-4-acetoxy-3-[(R)-1-tert-butyldimethylsilyloxyethyl]azetidin-2-one). The solvent is O1CCCC1 (tetrahydrofuran), C(C)(=O)OCC (ethyl acetate), O1CCCC1 (tetrahydrofuran), O1CCCC1 (tetrahydrofuran). Reaction conditions: temperature 5 celsius, time 10 minute. Product: [Si](C)(C)(C(C)(C)C)O[C@H](C)[C@H]1C(N[C@@H]1[C@H](C(=O)N1C(O[C@H]2[C@@H]1C=1C=CC=CC1C2)=O)C)=O (3-{(2R)-2-[(3S,4R)-3-[(1R)-1-t-butyldimethylsilyloxyethyl]-2-oxoazetidin-4-yl]propionyl}-(3aS-cis)-3,3a,8,8a-tetrahydro-2H-indeno[1,2-d]oxazol-2-one). Yield: 67.0%. As a reaction SMILES: [C:1]([N:5]1[C@H:9]2[C:10]3[CH:11]=[CH:12][CH:13]=[CH:14][C:15]=3[CH2:16][C@H:8]2[O:7][C:6]1=[O:17])(=[O:4])[CH2:2][CH3:3].C([Mg]Cl)(C)(C)C.C(O[C@H:28]1[NH:31][C:30](=[O:32])[C@@H:29]1[C@H:33]([O:35][Si:36]([C:39]([CH3:42])([CH3:41])[CH3:40])([CH3:38])[CH3:37])[CH3:34])(=O)C.C(O)(=O)CC(CC(O)=O)(C(O)=O)O>O1CCCC1.C(OCC)(=O)C>[Si:36]([O:35][C@@H:33]([C@@H:29]1[C@@H:28]([C@@H:2]([CH3:3])[C:1]([N:5]2[C@H:9]3[C:10]4[CH:11]=[CH:12][CH:13]=[CH:14][C:15]=4[CH2:16][C@H:8]3[O:7][C:6]2=[O:17])=[O:4])[NH:31][C:30]1=[O:32])[CH3:34])([C:39]([CH3:40])([CH3:41])[CH3:42])([CH3:37])[CH3:38]. Reported procedure: Under a nitrogen atmosphere, 231 mg (1.0 mmol) of 3-propionyl-(3aS-cis)-3,3a,8,8a-tetrahydro-2H-indeno[1,2-d]oxazol-2-one was charged in a 30-ml three-necked flask to dissolve it in 2 ml of tetrahydrofuran. To the resulting solution, 2.75 ml (2.2 mmol) of a tetrahydrofuran solution (0.8M) of t-butylmagnesium chloride was slowly added dropwise at room temperature. After the resulting mixture was allowed to react for 20 minutes under the same conditions, the reaction mixture was cooled to 5° C. an... Yields the product BrC1=CC=CC(=N1)C1(COCC(N1)=O)CO (5-(6-Bromo-pyridin-2-yl)-5-hydroxymethyl-morpholin-3-one). Reaction SMILES: [Br:1][C:2]1[N:7]=[C:6]([C:8]([NH:13][C:14](=[O:17])[CH2:15]Cl)([CH2:11][OH:12])[CH2:9][OH:10])[CH:5]=[CH:4][CH:3]=1.CC([O-])(C)C.[K+].[I-].[Na+].O>CC(O)(C)C.C(OCC)C.CCCCC>[Br:1][C:2]1[N:7]=[C:6]([C:8]2([CH2:11][OH:12])[NH:13][C:14](=[O:17])[CH2:15][O:10][CH2:9]2)[CH:5]=[CH:4][CH:3]=1 |f:1.2,3.4|. Reported procedure: To the solution of N-[1-(6-bromo-pyridin-2-yl)-2-hydroxy-1-hydroxymethyl-ethyl]-2-chloro-acetamide (5.4 g, 16.69 mmol) in t-BuOH (80 ml) was added t-BuOK (2.06 g, 18.38 mmol) at rt followed by sodium iodide (0.25 g, 1.669 mmol) and allowed the reaction mixture to stir at 90° C. for 1 h. The reaction mixture was concentrated under reduced pressure and the residue obtained was treated with water. Compound present in the residue was extracted with ethyl acetate (2×100 ml). Organic portion was washe... Starting materials: BrC1=CC=CC(=N1)C(CO)(CO)NC(CCl)=O (N-[1-(6-bromo-pyridin-2-yl)-2-hydroxy-1-hydroxymethyl-ethyl]-2-chloro-acetamide), CC(C)(C)[O-].[K+] (t-BuOK), O (water), [I-].[Na+] (sodium iodide). Conditions: temperature 90 celsius, time 1 hour. Solvent: C(C)OCC (diethyl ether), CCCCC (n-pentane), CC(C)(C)O (t-BuOH). The reactants are CCN(C(C)C)C(C)C, CC(C)N=C=O, ClCCl, O=C(O)C(F)(F)F, CCOC(=O)c1cccc(OCCC2CCNCC2)c1. Product: CCOC(=O)c1cccc(OCCC2CCN(C(=O)NC(C)C)CC2)c1. As a reaction SMILES: [CH:28]([N:29]([CH2:30][CH3:31])[CH:32]([CH3:33])[CH3:34])([CH3:35])[CH3:36].[CH:37]([CH3:38])([CH3:39])[N:40]=[C:41]=[O:42].[Cl:43][CH2:44][Cl:45].[F:21][C:22]([F:23])([F:24])[C:25]([OH:26])=[O:27].[NH:1]1[CH2:2][CH2:3][CH:4]([CH2:7][CH2:8][O:9][c:10]2[cH:11][c:12]([C:13](=[O:14])[O:15][CH2:16][CH3:17])[cH:18][cH:19][cH:20]2)[CH2:5][CH2:6]1>>[N:1]1([C:41]([NH:40][CH:37]([CH3:38])[CH3:39])=[O:42])[CH2:2][CH2:3][CH:4]([CH2:7][CH2:8][O:9][c:10]2[cH:11][c:12]([C:13](=[O:14])[O:15][CH2:16][CH3:17])[cH:18][cH:19][cH:20]2)[CH2:5][CH2:6]1.